This data is from the Open Reaction Database (ORD), a public repository of structured organic reaction records. The task is: describe an organic reaction: reactants, conditions, products, and yield Starting materials: O=C1CCC1, C1COCCO1, C[Si](C)(C)C#N, Nc1ccc(CCCC(=O)O)cc1, [Na+], [Na+], O=S(=O)([O-])[O-]. Product: N#CC1(Nc2ccc(CCCC(=O)O)cc2)CCC1. As a reaction SMILES: [C:20]1(=[O:24])[CH2:21][CH2:22][CH2:23]1.[CH2:32]1[O:33][CH2:34][CH2:35][O:36][CH2:37]1.[CH3:1][Si:2]([CH3:3])([CH3:4])[C:5]#[N:6].[NH2:7][c:8]1[cH:9][cH:10][c:11]([CH2:14][CH2:15][CH2:16][C:17](=[O:18])[OH:19])[cH:12][cH:13]1.[Na+:25].[Na+:26].[O-:27][S:28](=[O:29])(=[O:30])[O-:31]>>[C:5](#[N:6])[C:20]1([NH:7][c:8]2[cH:9][cH:10][c:11]([CH2:14][CH2:15][CH2:16][C:17](=[O:18])[OH:19])[cH:12][cH:13]2)[CH2:21][CH2:22][CH2:23]1. Reactants: Brc1cnc2c(c1)CN(C(c1ccccc1)(c1ccccc1)c1ccccc1)C2, CO, ClC(Cl)Cl, O=C(O)C(F)(F)F. Yields the product Brc1cnc2c(c1)CNC2. RXN SMILES: [Br:1][c:2]1[cH:3][c:4]2[c:5]([n:6][cH:7]1)[CH2:8][N:9]([C:11]([c:12]1[cH:13][cH:14][cH:15][cH:16][cH:17]1)([c:18]1[cH:19][cH:20][cH:21][cH:22][cH:23]1)[c:24]1[cH:25][cH:26][cH:27][cH:28][cH:29]1)[CH2:10]2.[CH3:41][OH:42].[CH:37]([Cl:38])([Cl:39])[Cl:40].[OH:30][C:31]([C:32]([F:33])([F:34])[F:35])=[O:36]>>[Br:1][c:2]1[cH:3][c:4]2[c:5]([n:6][cH:7]1)[CH2:8][NH:9][CH2:10]2. The reactants are CCN(C)c1nc(Nc2cc(C)ccn2)c2c(n1)c(C(=O)O)nn2CCOCC(F)(F)F, CCN=C=NCCCN(C)C, CS(N)(=O)=O, CN(C)c1ccncc1, ClCCl, Cl, O=C(O)CC(O)(CC(=O)O)C(=O)O. Product: CCN(C)c1nc(Nc2cc(C)ccn2)c2c(n1)c(C(=O)NS(C)(=O)=O)nn2CCOCC(F)(F)F. RXN SMILES: [CH2:1]([CH3:2])[N:3]([c:4]1[n:5][c:6]([NH:24][c:25]2[n:26][cH:27][cH:28][c:29]([CH3:31])[cH:30]2)[c:7]2[c:8]([n:9]1)[c:10]([C:21](=[O:22])[OH:23])[n:11][n:12]2[CH2:13][CH2:14][O:15][CH2:16][C:17]([F:18])([F:19])[F:20])[CH3:32].[CH3:34][N:35]([CH3:36])[CH2:37][CH2:38][CH2:39][N:40]=[C:41]=[N:42][CH2:43][CH3:44].[CH3:45][S:46](=[O:47])(=[O:48])[NH2:49].[CH3:50][N:51]([CH3:52])[c:53]1[cH:54][cH:55][n:56][cH:57][cH:58]1.[Cl:59][CH2:60][Cl:61].[ClH:33].[OH:62][C:63]([CH2:64][C:65]([C:66](=[O:67])[OH:68])([CH2:69][C:70](=[O:71])[OH:72])[OH:73])=[O:74]>>[CH2:1]([CH3:2])[N:3]([c:4]1[n:5][c:6]([NH:24][c:25]2[n:26][cH:27][cH:28][c:29]([CH3:31])[cH:30]2)[c:7]2[c:8]([n:9]1)[c:10]([C:21](=[O:23])[NH:49][S:46]([CH3:45])(=[O:47])=[O:48])[n:11][n:12]2[CH2:13][CH2:14][O:15][CH2:16][C:17]([F:18])([F:19])[F:20])[CH3:32]. Reactants: NC=1NC2=C(N1)C=CC=C2 (2-aminobenzimidazole), CN=C=O (methyl isocyanate), C(C)C(=O)C (methyl ethyl ketone). The product is C(C)C1(N=C2N(C3=C(N2C(N1C)=O)C=CC=C3)C(=O)NC)C (2-Ethyl-4-oxo-2,3,4,10-tetrahydro-N,2,3-trimethyl-1,3,5-triazino[1,2-a]benzimidazole-10-carboxamide). As a reaction SMILES: [NH2:1][C:2]1[NH:3][C:4]2[CH:10]=[CH:9][CH:8]=[CH:7][C:5]=2[N:6]=1.[CH3:11][N:12]=[C:13]=[O:14].[CH2:15]([C:17]([CH3:19])=O)[CH3:16]>>[CH2:15]([C:17]1([CH3:19])[N:12]([CH3:11])[C:13](=[O:14])[N:6]2[C:2]([N:3]([C:13]([NH:12][CH3:11])=[O:14])[C:4]3[CH:10]=[CH:9][CH:8]=[CH:7][C:5]=32)=[N:1]1)[CH3:16]. Procedure: The title compound was prepared from 2-aminobenzimidazole, methyl ethyl ketone and methyl isocyanate employing the procedure of the first paragraph of Example 1. The product was purified by column chromatography, developing with chloroform/methanol (97%/2.4% by volume), giving a tan solid, mp 113°-119° C. (dec.). The confirmatory elemental analysis is shown in Table III. The reactants are O=C([O-])[O-], Cc1cc(C)c(C(=O)O)cn1, O=C(Cl)C(=O)Cl, ClCCl, Nc1ccc(-n2nc(C(F)(F)F)cc2C(F)(F)F)cc1, [K+], [K+]. The product is Cc1cc(C)c(C(=O)Nc2ccc(-n3nc(C(F)(F)F)cc3C(F)(F)F)cc2)cn1. RXN SMILES: [C:38](=[O:39])([O-:40])[O-:41].[CH3:7][c:8]1[cH:9][c:10]([CH3:17])[n:11][cH:12][c:13]1[C:14](=[O:15])[OH:16].[Cl:1][C:2]([C:3]([Cl:4])=[O:5])=[O:6].[Cl:44][CH2:45][Cl:46].[F:18][C:19]([c:20]1[n:21][n:22](-[c:29]2[cH:30][cH:31][c:32]([NH2:33])[cH:34][cH:35]2)[c:23]([C:25]([F:26])([F:27])[F:28])[cH:24]1)([F:36])[F:37].[K+:42].[K+:43]>>[CH3:7][c:8]1[cH:9][c:10]([CH3:17])[n:11][cH:12][c:13]1[C:14](=[O:16])[NH:33][c:32]1[cH:31][cH:30][c:29](-[n:22]2[n:21][c:20]([C:19]([F:18])([F:36])[F:37])[cH:24][c:23]2[C:25]([F:26])([F:27])[F:28])[cH:35][cH:34]1. Reactants: C(=O)(O)C1=CC=C(C=C1)C(N1CC(C1)=C(S(=O)(=O)C)C1=CC(=CC(=C1)F)F)C1=CC=C(C=C1)Cl ((RS)-1-{(4-carboxyphenyl)(4-chlorophenyl)methyl]-3-[(3,5-difluorophenyl)(methylsulfonyl)methylene]azetidine), Cl.CNC(CCNC)N=C=NCC (1,3-dimethylaminopropyl-3-ethylcarbodiimide hydrochloride), O.OC1=CC=CC=2NN=NC21 (hydroxybenzotriazole hydrate), C(C)N (ethylamine). Run in C1CCOC1 (THF), C(C)(=O)OCC (ethyl acetate), C1CCCCC1 (cyclohexane), ClCCl (dichloromethane). Yields the product ClC1=CC=C(C=C1)C(N1CC(C1)=C(S(=O)(=O)C)C1=CC(=CC(=C1)F)F)C1=CC=C(C=C1)C(NCC)=O ((RS)-1-{(4-chlorophenyl)[4-(N-ethylcarbamoyl)phenyl]methyl}-3-[(3,5-difluorophenyl)(methylsulfonyl)methylene]azetidine). The yield is 29.7%. RXN SMILES: [C:1]([C:4]1[CH:9]=[CH:8][C:7]([CH:10]([C:28]2[CH:33]=[CH:32][C:31]([Cl:34])=[CH:30][CH:29]=2)[N:11]2[CH2:14][C:13](=[C:15]([C:20]3[CH:25]=[C:24]([F:26])[CH:23]=[C:22]([F:27])[CH:21]=3)[S:16]([CH3:19])(=[O:18])=[O:17])[CH2:12]2)=[CH:6][CH:5]=1)([OH:3])=O.Cl.C[NH:37][CH:38](N=C=NCC)[CH2:39]CNC.O.OC1C2N=NNC=2C=CC=1.C(N)C>C1COCC1.C(OCC)(=O)C.C1CCCCC1.ClCCl>[Cl:34][C:31]1[CH:30]=[CH:29][C:28]([CH:10]([C:7]2[CH:6]=[CH:5][C:4]([C:1](=[O:3])[NH:37][CH2:38][CH3:39])=[CH:9][CH:8]=2)[N:11]2[CH2:14][C:13](=[C:15]([C:20]3[CH:25]=[C:24]([F:26])[CH:23]=[C:22]([F:27])[CH:21]=3)[S:16]([CH3:19])(=[O:17])=[O:18])[CH2:12]2)=[CH:33][CH:32]=1 |f:1.2,3.4|. Procedure details: The operation is carried out as in Example 52, starting with 1 g of (RS)-1-{(4-carboxyphenyl)(4-chlorophenyl)methyl]-3-[(3,5-difluorophenyl)(methylsulfonyl)methylene]azetidine, 0.38 g of 1,3-dimethylaminopropyl-3-ethylcarbodiimide hydrochloride, 22 mg of hydroxybenzotriazole hydrate, 30 cm3 of dichloromethane and 0.83 cm3 of a 2 M ethylamine solution in THF, chromatographing on a silica gel column (particle size 0.04-0.06 mm, diameter 4.1 cm, height 15 cm), at an argon pressure of 0.5 bar with a... Reactants: C(=O)([O-])[O-].[K+].[K+] (K2CO3), C(CCC)S(=O)(=O)Cl (1-butanesulfonyl chloride), CNC1C2CN(CC1CC2)CCCNC2=CC=C(C#N)C=C2 (4-({3-[8-(methylamino)-3-azabicyclo[3.2.1]oct-3-yl]propyl}amino)benzonitrile). Solvent: CC#N (MeCN), C(Cl)(Cl)Cl (CHCl3). Conditions: time 24 hour. Product: C(#N)C1=CC=C(NCCCN2CC3CCC(C2)C3N(S(=O)(=O)CCCC)C)C=C1 (N-{3-[3-(4-Cyanoanilino)propyl]-3-azabicyclo[3.2.1]oct-8-yl)-N-methyl-1-butanesulfonamide). Isolated yield 35.0%. Reaction SMILES: [CH2:1]([S:5](Cl)(=[O:7])=[O:6])[CH2:2][CH2:3][CH3:4].[CH3:9][NH:10][CH:11]1[CH:16]2[CH2:17][CH2:18][CH:12]1[CH2:13][N:14]([CH2:19][CH2:20][CH2:21][NH:22][C:23]1[CH:30]=[CH:29][C:26]([C:27]#[N:28])=[CH:25][CH:24]=1)[CH2:15]2.C([O-])([O-])=O.[K+].[K+]>CC#N.C(Cl)(Cl)Cl>[C:27]([C:26]1[CH:25]=[CH:24][C:23]([NH:22][CH2:21][CH2:20][CH2:19][N:14]2[CH2:15][CH:16]3[CH:11]([N:10]([CH3:9])[S:5]([CH2:1][CH2:2][CH2:3][CH3:4])(=[O:7])=[O:6])[CH:12]([CH2:18][CH2:17]3)[CH2:13]2)=[CH:30][CH:29]=1)#[N:28] |f:2.3.4|. Reported procedure: A solution of 1-butanesulfonyl chloride (39.1 mg, 0.25 mmol) in MeCN (2 mL) was added to a solution of 4-({3-[8-(methylamino)-3-azabicyclo[3.2.1]oct-3-yl]propyl}amino)benzonitrile (Preparation G; 74.6 mg, 0.25 mmol) in CHCl3 (0.5 mL). K2CO3 was added and the mixture was stirred at rt for 24 h. The mixture was filtered through a silica plug (500 mg), which plug was then eluted with MeCN:CHCl3 (80:20; 3×2.5 mL), followed by CHCl3:MeOH (95:5), to give the title compound in 35% yield. Starting materials: CCCCO, C=CCN(Cc1ccc(Cl)nc1)CC(F)F. The product is FC(F)CNCc1ccc(Cl)nc1. RXN SMILES: [CH2:17]([OH:18])[CH2:19][CH2:20][CH3:21].[Cl:1][c:2]1[cH:3][cH:4][c:5]([CH2:8][N:9]([CH2:10][CH:11]=[CH2:12])[CH2:13][CH:14]([F:15])[F:16])[cH:6][n:7]1>>[Cl:1][c:2]1[cH:3][cH:4][c:5]([CH2:8][NH:9][CH2:13][CH:14]([F:15])[F:16])[cH:6][n:7]1. Starting materials: C(C)(=O)NC(C(=O)OC)C(CCCCOC)=O (Methyl 2-(acetylamino)-7-methoxy-3-oxoheptanoate), NC1=CC=CC=C1 (aniline), FC(C(=O)O)(F)F (trifluoroacetic acid). Run in C(CCC)#N (butyronitrile). Yields the product COCCCCC1=C(N=C(N1C1=CC=CC=C1)C)C(=O)OC (methyl 5-(4-methoxybutyl)-2-methyl-1-phenyl-1H-imidazole-4-carboxylate). RXN SMILES: [C:1]([NH:4][CH:5]([C:10](=O)[CH2:11][CH2:12][CH2:13][CH2:14][O:15][CH3:16])[C:6]([O:8][CH3:9])=[O:7])(=O)[CH3:2].[NH2:18][C:19]1[CH:24]=[CH:23][CH:22]=[CH:21][CH:20]=1.FC(F)(F)C(O)=O>C(#N)CCC>[CH3:16][O:15][CH2:14][CH2:13][CH2:12][CH2:11][C:10]1[N:18]([C:19]2[CH:24]=[CH:23][CH:22]=[CH:21][CH:20]=2)[C:1]([CH3:2])=[N:4][C:5]=1[C:6]([O:8][CH3:9])=[O:7]. Reported procedure: Methyl 2-(acetylamino)-7-methoxy-3-oxoheptanoate (5.45 g), 5 aniline (3.01 ml) and trifluoroacetic acid (2.48 ml) were dissolved in butyronitrile (30 ml), and the reaction mixture was heated under reflux for 2 hr. The reaction mixture was cooled to room temperature and concentrated under reduced pressure. 3.6M Aqueous potassium carbonate solution was added to the obtained residue and the mixture was extracted with ethyl acetate. The extract was washed with saturated brine, and dried over anhydro...